From a dataset of the Open Reaction Database (ORD), a public repository of structured organic reaction records. describe an organic reaction: reactants, conditions, products, and yield Starting materials: C(C(=O)C)OC1=C(C=CC(=C1F)Cl)[N+](=O)[O-] (2-acetonyloxy-4-chloro-3-fluoronitrobenzene). The reagents and catalysts are [Ni] (Raney nickel). Solvent: C(C)O (ethanol). Product: ClC1=C(C2=C(NC(CO2)C)C=C1)F (7-chloro-8-fluoro-3-methyl-2,3-dihydro-4H-1,4-benzoxazine). The yield is 75.3%. Reaction SMILES: [CH2:1]([O:5][C:6]1[C:11]([F:12])=[C:10]([Cl:13])[CH:9]=[CH:8][C:7]=1[N+:14]([O-])=O)[C:2]([CH3:4])=O>C(O)C.[Ni]>[Cl:13][C:10]1[CH:9]=[CH:8][C:7]2[NH:14][CH:2]([CH3:4])[CH2:1][O:5][C:6]=2[C:11]=1[F:12]. Procedure: 2.3 g (7.9 mmols) of 2-acetonyloxy-4-chloro-3-fluoronitrobenzene was dissolved in 30 ml of ethanol and catalytically reduced in the presence of 2 g of Raney nickel. After completion of the reduction, the catalyst was removed by filtration, and the filtrate was concentrated. The resulting residue was purified by silica gel (20 g) column chromatography using chloroform as an eluant to provide 1.2 g (75.5% yield) of 7-chloro-8-fluoro-3-methyl-2,3-dihydro-4H-1,4-benzoxazine as an oil. RXN SMILES: [CH2:1]([O:8][CH:9](O)[CH3:10])[C:2]1[CH:7]=[CH:6][CH:5]=[CH:4][CH:3]=1.[CH2:12]=[O:13].[ClH:14]>>[CH2:1]([O:8][CH2:9][CH2:10][O:13][CH2:12][Cl:14])[C:2]1[CH:7]=[CH:6][CH:5]=[CH:4][CH:3]=1. The reactants are C(C1=CC=CC=C1)OC(C)O (benzyloxyethanol), C=O (paraformaldehyde), Cl (hydrogen chloride). The product is C(C1=CC=CC=C1)OCCOCCl ((2-benzyloxyethoxy)methyl chloride). Procedure details: Following the procedure of Example 3, benzyloxyethanol is reacted with paraformaldehyde and hydrogen chloride gas furnishing (2-benzyloxyethoxy)methyl chloride.